This data is from the Open Reaction Database (ORD), a public repository of structured organic reaction records. The task is: describe an organic reaction: reactants, conditions, products, and yield Reactants: Cc1sc(Br)c(C)c1Br, [Li]CCCC, CN(C)C=O, O. Product: Cc1sc(C=O)c(C)c1Br. As a reaction SMILES: [Br:1][c:2]1[s:3][c:4]([CH3:9])[c:5]([Br:8])[c:6]1[CH3:7].[CH2:10]([Li:11])[CH2:12][CH2:13][CH3:14].[CH3:15][N:16]([CH:17]=[O:18])[CH3:19].[OH2:20]>>[c:2]1([CH:17]=[O:18])[s:3][c:4]([CH3:9])[c:5]([Br:8])[c:6]1[CH3:7]. Starting materials: C(C)(C)(C)NC1=C(C=C(C=C1)C(F)(F)F)[N+](=O)[O-] (N-tert-butyl-2-nitro-4-trifluoromethylaniline), resultant residue. Reagents/catalysts: [Pd] (palladium charcoal). Solvent: C(C)(=O)OCC (ethyl acetate). Conditions: time 9 hour. Product: C(C)(C)(C)NC=1C(=CC(=CC1)C(F)(F)F)N (N1-tert-butyl-4-trifluoromethylbenzene-1,2-diamine). Isolated yield 103.7%. Reaction SMILES: [C:1]([NH:5][C:6]1[CH:11]=[CH:10][C:9]([C:12]([F:15])([F:14])[F:13])=[CH:8][C:7]=1[N+:16]([O-])=O)([CH3:4])([CH3:3])[CH3:2]>[Pd].C(OCC)(=O)C>[C:1]([NH:5][C:6]1[C:7]([NH2:16])=[CH:8][C:9]([C:12]([F:14])([F:15])[F:13])=[CH:10][CH:11]=1)([CH3:4])([CH3:2])[CH3:3]. Procedure: A mixture of 5.25 g of N-tert-butyl-2-nitro-4-trifluoromethylaniline, 20 ml of ethyl acetate and 5% palladium charcoal was stirred for 9 hours at room temperature under a hydrogen atmosphere of about 1 atm. The reaction mixture was filtrated through Celite (registered trademark). The filtrate was washed with water, dried over sodium sulfate, then, concentrated under reduced pressure to obtain a residue. The resultant residue was subjected to silica gel chromatography to obtain 4.82 g of N1-tert-... The reactants are Cc1cccc(C)c1N, CC(C)OC(C)C, O=C(Cl)CCCl, O. Product: Cc1cccc(C)c1NC(=O)CCCl. RXN SMILES: [CH3:1][c:2]1[cH:3][cH:4][cH:5][c:6]([CH3:7])[c:8]1[NH2:9].[CH:10]([O:11][CH:12]([CH3:13])[CH3:14])([CH3:15])[CH3:16].[Cl:17][CH2:18][CH2:19][C:20](=[O:21])[Cl:22].[OH2:23]>>[CH3:1][c:2]1[cH:3][cH:4][cH:5][c:6]([CH3:7])[c:8]1[NH:9][C:20]([CH2:19][CH2:18][Cl:17])=[O:21]. Product: Cl.Cl.NC1=NC=C(C(=N1)N)CC1=C2C=CC=NC2=C(C(=C1)Cl)N (2,4-Diamino-5-(8-amino-7-chloro-5-quinolylmethyl)pyrimidine dihydrochloride). Reaction SMILES: [Cl:1][C:2]1[C:11]([NH2:12])=[C:10]2[C:5]([CH:6]=[CH:7][CH:8]=[N:9]2)=[CH:4][CH:3]=1.[NH2:13][C:14]1[N:19]=[C:18]([NH2:20])[C:17]([CH2:21]O)=[CH:16][N:15]=1.[ClH:23]>C(O)(=O)C>[ClH:1].[ClH:23].[NH2:13][C:14]1[N:19]=[C:18]([NH2:20])[C:17]([CH2:21][C:4]2[CH:3]=[C:2]([Cl:1])[C:11]([NH2:12])=[C:10]3[C:5]=2[CH:6]=[CH:7][CH:8]=[N:9]3)=[CH:16][N:15]=1 |f:4.5.6|. The reactants are ClC1=CC=C2C=CC=NC2=C1N (7-chloro-8-aminoquinoline), NC1=NC=C(C(=N1)N)CO (2,4-diamino-5-hydroxymethylpyrimidine), Cl (hydrochloric acid). Isolated yield 79.0%. Procedure: A solution of 7-chloro-8-aminoquinoline (C. C. Price and D. B. Guthrie, J. Amer. Chem. Soc. 1946, 68, 1592) (3.17 g, 17.7 mmol), 2,4-diamino-5-hydroxymethylpyrimidine (2.50 g, 17.7 mmol), and concentrated hydrochloric acid (2.50 mL) in glacial acetic acid (32 mL) was refluxed for 5 hr. The resulting precipitate was filtered from the cooled reaction mixture and washed with cold acetic acid and ether to give the title compound as tan solid (5.19 g, 79%); mp >290° dec. Anal. Calcd for C14H13ClN6.2H... The solvent is C(C)(=O)O (acetic acid). Reactants: C(C)(C)(C)OC(N[C@@H]1C(N(CC1)CC1=CC=C2C=CN=C(C2=C1)N)=O)=O ([1-(1-amino-7-isoquinolinylmethyl)-2-oxopyrrolidin-3-(S)yl]carbamic acid tert-butyl ester), NC1=NC=CC2=C1C=C(O2)CN (4-amino-2-(aminomethyl)furo[3,2-c]pyridine). Yields the product C(C)(C)(C)OC(N[C@@H]1C(N(CC1)NCC1=CC=2C(=NC=CC2O1)N)=O)=O ([1-((4-amino-furo[3,2-c]pyridin-2-yl)methylamino)-2-oxopyrrolidin-3-(S)yl]carbamic acid tert-butyl ester). Reaction SMILES: [C:1]([O:5][C:6](=[O:26])[NH:7][C@H:8]1[CH2:12][CH2:11][N:10](CC2C=C3C(C=CN=C3N)=CC=2)[C:9]1=[O:25])([CH3:4])([CH3:3])[CH3:2].[NH2:27][C:28]1[C:33]2[CH:34]=[C:35]([CH2:37][NH2:38])[O:36][C:32]=2[CH:31]=[CH:30][N:29]=1>>[C:1]([O:5][C:6](=[O:26])[NH:7][C@H:8]1[CH2:12][CH2:11][N:10]([NH:38][CH2:37][C:35]2[O:36][C:32]3[CH:31]=[CH:30][N:29]=[C:28]([NH2:27])[C:33]=3[CH:34]=2)[C:9]1=[O:25])([CH3:2])([CH3:3])[CH3:4]. Procedure details: Using the procedure described in example 85i 166 mg of 4-amino-2-(aminomethyl)furo[3,2-c]pyridine was transformed into 150 mg of the title compound. MS ESI+: 347 (M+H). Starting materials: CC1CC(N=[N+]=[N-])CN1C(=O)OC(C)(C)C, CCOC(C)=O. Product: CC1CC(N)CN1C(=O)OC(C)(C)C. Reaction SMILES: [C:1]([CH3:2])([CH3:3])([CH3:4])[O:5][C:6](=[O:7])[N:8]1[CH:9]([CH3:16])[CH2:10][CH:11]([N:13]=[N+:14]=[N-:15])[CH2:12]1.[CH2:17]([O:18][C:19](=[O:20])[CH3:21])[CH3:22]>>[C:1]([CH3:2])([CH3:3])([CH3:4])[O:5][C:6](=[O:7])[N:8]1[CH:9]([CH3:16])[CH2:10][CH:11]([NH2:13])[CH2:12]1. Starting materials: Cl (hydrogen chloride), C1(=CC=CC=C1)C=1OC(=C(N1)C(=O)O)C(F)(F)F (2-phenyl-5-trifluoromethyl-oxazole-4-carboxylic acid), COCC(C)N1C(C=CC(=C1)N)N (N-(2-methoxy-1-methyl-ethyl)-2,5-diaminopyridine). Run in CCOCC (ether), CCOCC (ether). The product is Cl.COCC(C)NC1=CC=C(C=N1)NC(=O)C=1N=C(OC1C(F)(F)F)C1=CC=CC=C1 (2-phenyl-5-trifluoromethyl-oxazole-4-carboxylic acid-[6-(2-methoxy-1-methyl-ethylamino)pyridin-3-yl]amide hydrogen chloride), hydrochloride salt. As a reaction SMILES: [C:1]1([C:7]2[O:8][C:9]([C:15]([F:18])([F:17])[F:16])=[C:10]([C:12]([OH:14])=O)[N:11]=2)[CH:6]=[CH:5][CH:4]=[CH:3][CH:2]=1.COCC([N:24]1[CH:29]=[C:28]([NH2:30])[CH:27]=[CH:26][CH:25]1[NH2:31])C.[ClH:32]>CCOCC>[ClH:32].[CH3:9][O:8][CH2:7][CH:1]([NH:31][C:25]1[N:24]=[CH:29][C:28]([NH:30][C:12]([C:10]2[N:11]=[C:7]([C:1]3[CH:2]=[CH:3][CH:4]=[CH:5][CH:6]=3)[O:8][C:9]=2[C:15]([F:18])([F:17])[F:16])=[O:14])=[CH:27][CH:26]=1)[CH3:2] |f:4.5|. Procedure: With a method similar to example 16 above, 2-phenyl-5-trifluoromethyl-oxazole-4-carboxylic acid-[6-(2-methoxy-1-methyl-ethylamino)pyridin-3-yl]amide hydrogen chloride was prepared from 2-phenyl-5-trifluoromethyl-oxazole-4-carboxylic acid and N-(2-methoxy-1-methyl-ethyl)-2,5-diaminopyridine. The purified oily material from column chromatography was dissolved in ether and treated with gaseous hydrogen chloride in ether (3N) to give a white precipitate as a hydrochloride salt. LCMS calcd for the ne... The reactants are C1(=CC=CC=C1)S(=O)(=O)N1CCC2=CC(=CC=C12)C(CBr)=O (1-(1-Benzenesulfonyl-2,3-dihydro-1H-indol-5-yl)-2-bromo-ethanone), C(C)(=S)[O-].[K+] (potassium thioacetate), disulfide, C(C)(=S)O (thioacetic acid), thioester, dichloromethane hexanes, ClCCl (dichloromethane). The solvent is CO (methanol). The product is C1(=CC=CC=C1)S(=O)(=O)N1CCC2=CC(=CC=C12)C(CSC(C)=O)=O (Thioacetic acid S-[2-(1-benzenesulfonyl-2,3-dihydro-1H-indol-5-yl)-2-oxo-ethyl]ester). As a reaction SMILES: [C:1]1([S:7]([N:10]2[C:18]3[C:13](=[CH:14][C:15]([C:19](=[O:22])[CH2:20]Br)=[CH:16][CH:17]=3)[CH2:12][CH2:11]2)(=[O:9])=[O:8])[CH:6]=[CH:5][CH:4]=[CH:3][CH:2]=1.[C:23]([O-:26])(=[S:25])[CH3:24].[K+].ClCCl.C(O)(=S)C>CO>[C:1]1([S:7]([N:10]2[C:18]3[C:13](=[CH:14][C:15]([C:19](=[O:22])[CH2:20][S:25][C:23](=[O:26])[CH3:24])=[CH:16][CH:17]=3)[CH2:12][CH2:11]2)(=[O:9])=[O:8])[CH:6]=[CH:5][CH:4]=[CH:3][CH:2]=1 |f:1.2|. Procedure details: The mono-brominated sulfonamide from step 2 (0.194 g, 0.509 mmol) was was dissolved in methanol (2 ml) before potassium thioacetate (0.0639 g, 0.560 mmol) was added as a solid. LC-MS of the resulting yellow solution shows the reaction is complete in minutes. Evaporation of the volatiles leaves a tan residue which was taken up into dichloromethane (4 ml), during which the disulfide of the thioacetic acid was deposited and filtered. The desired thioester could then be recrystallized from dichlorom... The reactants are CN(C)C=O, CC(C)(C)OC(=O)CCl, [Na], O=C1NS(=O)(=O)c2ccccc21. Yields the product CC(C)(C)OC(=O)CN1C(=O)c2ccccc2S1(=O)=O. RXN SMILES: [CH3:23][N:24]([CH3:25])[CH:26]=[O:27].[Cl:14][CH2:15][C:16](=[O:17])[O:18][C:19]([CH3:20])([CH3:21])[CH3:22].[Na:13].[S:1]1(=[O:2])(=[O:3])[NH:4][C:5](=[O:6])[c:7]2[cH:8][cH:9][cH:10][cH:11][c:12]21>>[S:1]1(=[O:2])(=[O:3])[N:4]([CH2:15][C:16](=[O:17])[O:18][C:19]([CH3:20])([CH3:21])[CH3:22])[C:5](=[O:6])[c:7]2[cH:8][cH:9][cH:10][cH:11][c:12]21. Starting materials: C(CCC)(=O)O (butyric acid), C(OC(C)Cl)(OCC)=O (1-chloroethyl ethyl carbonate), [OH-].[K+] (potassium hydroxide). The reagents and catalysts are O (water), [OH-].C(C1=CC=CC=C1)[N+](C)(C)C (benzyltrimethylammonium hydroxide). Run in C(C)#N (acetonitrile). Product: C(OC(C)OC(CCC)=O)(OCC)=O ((1-Butyroxy)ethyl ethyl carbonate). As a reaction SMILES: [C:1]([OH:6])(=[O:5])[CH2:2][CH2:3][CH3:4].[C:7](=[O:15])([O:12][CH2:13][CH3:14])[O:8][CH:9](Cl)[CH3:10].[OH-].[K+]>C(#N)C.O.[OH-].C([N+](C)(C)C)C1C=CC=CC=1>[C:7](=[O:15])([O:12][CH2:13][CH3:14])[O:8][CH:9]([O:5][C:1](=[O:6])[CH2:2][CH2:3][CH3:4])[CH3:10] |f:2.3,6.7|. Reported procedure: To a solution of butyric acid (0.58 g., 6.55 mmol.) and 1-chloroethyl ethyl carbonate (1 g., 6.55 mmol.) in acetonitrile (15 ml.) is added water (2 drops), benzyltrimethylammonium hydroxide (2 drops of 40% aqueous solution) and potassium hydroxide (0.44 g., 7.86 mmol.). The reaction mixture is stirred under reflux for 4 hours, it is filtered, and ether is added to the filtrate. The combined organic phase is thrice washed with water, dried over magnesium sulfate and filtered. The filtrate is conc...